This data is from the Open Reaction Database (ORD), a public repository of structured organic reaction records. The task is: describe an organic reaction: reactants, conditions, products, and yield The reactants are ClC1=NC=CC(=N1)C1=C(N=C(S1)C1CCOCC1)C=1C(=C(C=CC1)NS(=O)(=O)C1=C(C=CC=C1F)F)F (N-{3-[5-(2-chloro-4-pyrimidinyl)-2-(tetrahydro-2H-pyran-4-yl)-1,3-thiazol-4-yl]-2-fluorophenyl}-2,6-difluorobenzenesulfonamide), C[Zn]C (dimethylzinc). Product: FC1=C(C(=CC=C1)F)S(=O)(=O)NC1=C(C(=CC=C1)C=1N=C(SC1C1=NC(=NC=C1)C)C1CCOCC1)F (2,6-difluoro-N-{2-fluoro-3-[5-(2-methyl-4-pyrimidinyl)-2-(tetrahydro-2H-pyran-4-yl)-1,3-thiazol-4-yl]phenyl}benzenesulfonamide), solid. The yield is 31.0%. RXN SMILES: Cl[C:2]1[N:7]=[C:6]([C:8]2[S:12][C:11]([CH:13]3[CH2:18][CH2:17][O:16][CH2:15][CH2:14]3)=[N:10][C:9]=2[C:19]2[C:20]([F:37])=[C:21]([NH:25][S:26]([C:29]3[C:34]([F:35])=[CH:33][CH:32]=[CH:31][C:30]=3[F:36])(=[O:28])=[O:27])[CH:22]=[CH:23][CH:24]=2)[CH:5]=[CH:4][N:3]=1.[CH3:38][Zn]C>>[F:36][C:30]1[CH:31]=[CH:32][CH:33]=[C:34]([F:35])[C:29]=1[S:26]([NH:25][C:21]1[CH:22]=[CH:23][CH:24]=[C:19]([C:9]2[N:10]=[C:11]([CH:13]3[CH2:18][CH2:17][O:16][CH2:15][CH2:14]3)[S:12][C:8]=2[C:6]2[CH:5]=[CH:4][N:3]=[C:2]([CH3:38])[N:7]=2)[C:20]=1[F:37])(=[O:28])=[O:27]. Procedure details: Following a procedure analogous to the procedure described in Example 25 using N-{3-[5-(2-chloro-4-pyrimidinyl)-2-(tetrahydro-2H-pyran-4-yl)-1,3-thiazol-4-yl]-2-fluorophenyl}-2,6-difluorobenzenesulfonamide (300 mg, 0.529 mmol) and dimethylzinc (529 μl, 1.058 mmol) at 80° C. for 3 hours, the title compound was obtained as a solid (60 mg, 31% yield). MS (ESI): 547.1 [M+H]+ The reactants are COC(=O)C=1SC(=CC1N)C1=CC=CC=C1 (3-Amino-5-phenyl-thiophene-2-carboxylic acid methyl ester), C(C)(C)I (isopropyl iodide), [H-].[Na+] (NaH). Solvent: CN(C)C=O (DMF). Reaction conditions: time 1 hour. The product is COC(=O)C=1SC(=CC1NC(C)C)C1=CC=CC=C1 (3-isopropylamino-5-phenyl-thiophene-2-carboxylic acid methyl ester). Yield: 32.0%. As a reaction SMILES: [CH3:1][O:2][C:3]([C:5]1[S:6][C:7]([C:11]2[CH:16]=[CH:15][CH:14]=[CH:13][CH:12]=2)=[CH:8][C:9]=1[NH2:10])=[O:4].[CH:17](I)([CH3:19])[CH3:18].[H-].[Na+]>CN(C=O)C>[CH3:1][O:2][C:3]([C:5]1[S:6][C:7]([C:11]2[CH:16]=[CH:15][CH:14]=[CH:13][CH:12]=2)=[CH:8][C:9]=1[NH:10][CH:17]([CH3:19])[CH3:18])=[O:4] |f:2.3|. Reported procedure: A DMF (15 mL) solution of 3-Amino-5-phenyl-thiophene-2-carboxylic acid methyl ester (500 mg, 21.5 mmol) was cooled to 0° C. and then isopropyl iodide (2.57 mL) and NaH (60%, 775 mg, 32.3 mmol) were added under an atmosphere of N2. The ice bath was removed and the reaction mixture was stirred at room temperature for 1 h. The mixture was partitioned between ether and water, the ether layer was separated, dried (Na2SO4) and concentrated. The residue was purified by silica gel column chromatography ... The reactants are CCOC(=O)c1c(Oc2ccc(-n3c(=O)n(CC)c4cc(C)cnc43)cc2)nc2ccccn12, CCO, Cl, [Na+], [OH-]. The product is CCn1c(=O)n(-c2ccc(Oc3cn4ccccc4n3)cc2)c2ncc(C)cc21. As a reaction SMILES: [CH2:1]([CH3:2])[n:3]1[c:4](=[O:34])[n:5](-[c:13]2[cH:14][cH:15][c:16]([O:17][c:18]3[n:19][c:20]4[n:21]([cH:22][cH:23][cH:24][cH:25]4)[c:26]3[C:27]([O:28][CH2:29][CH3:30])=[O:31])[cH:32][cH:33]2)[c:6]2[n:7][cH:8][c:9]([CH3:12])[cH:10][c:11]12.[CH3:38][CH2:39][OH:40].[ClH:37].[Na+:36].[OH-:35]>>[CH2:1]([CH3:2])[n:3]1[c:4](=[O:34])[n:5](-[c:13]2[cH:14][cH:15][c:16]([O:17][c:18]3[n:19][c:20]4[n:21]([cH:22][cH:23][cH:24][cH:25]4)[cH:26]3)[cH:32][cH:33]2)[c:6]2[n:7][cH:8][c:9]([CH3:12])[cH:10][c:11]12. Reactants: C[SiH](C)OC1(C2CC(=O)N2Cc2ccccc2)CC(C(C)(C)C)CN1C(=O)OC(C)(C)C, [Na]. The product is C[SiH](C)OC1(C2CC(=O)N2)CC(C(C)(C)C)CN1C(=O)OC(C)(C)C. Reaction SMILES: [CH2:1]([c:2]1[cH:3][cH:4][cH:5][cH:6][cH:7]1)[N:8]1[C:9](=[O:32])[CH2:10][CH:11]1[C:12]1([O:28][SiH:29]([CH3:30])[CH3:31])[N:13]([C:21](=[O:22])[O:23][C:24]([CH3:25])([CH3:26])[CH3:27])[CH2:14][CH:15]([C:17]([CH3:18])([CH3:19])[CH3:20])[CH2:16]1.[Na:33]>>[NH:8]1[C:9](=[O:32])[CH2:10][CH:11]1[C:12]1([O:28][SiH:29]([CH3:30])[CH3:31])[N:13]([C:21](=[O:22])[O:23][C:24]([CH3:25])([CH3:26])[CH3:27])[CH2:14][CH:15]([C:17]([CH3:18])([CH3:19])[CH3:20])[CH2:16]1. Product: FC=1C=C(C2=C(C=CO2)C1)C=O (5-fluoro-benzofuran-7-carbaldehyde). Starting materials: BrC1=CC(=CC=2C=COC21)F (7-Bromo-5-fluoro-benzofuran), CN(C=O)C (dimethylformamide), [Cl-].[NH4+] (ammonium chloride), C(CCC)[Li] (n-butyl lithium). Procedure details: 7-Bromo-5-fluoro-benzofuran (7 g, 32 mmol, Step B) was dissolved in a mixture of tetrahydrofuran (350 mL) and pentane (100 mL), cooled to −95 to −100° C., and treated with n-butyl lithium (14 mL, 35 mmol, 2.5M in hexane, Aldrich). After stirring for 5 minutes, a solution of dimethylformamide (5 mL) in tetrahydrofuran (15 mL) was added dropwise and the reaction temperature raised to −20° C. This was treated with aqueous ammonium chloride (50 mL) and stirred for 0.5 hour at ambient temperature. Th... As a reaction SMILES: Br[C:2]1[C:10]2[O:9][CH:8]=[CH:7][C:6]=2[CH:5]=[C:4]([F:11])[CH:3]=1.C([Li])CCC.CN(C)[CH:19]=[O:20].[Cl-].[NH4+]>O1CCCC1.CCCCC>[F:11][C:4]1[CH:3]=[C:2]([CH:19]=[O:20])[C:10]2[O:9][CH:8]=[CH:7][C:6]=2[CH:5]=1 |f:3.4|. Run at temperature -97.5 celsius, time 5 minute. Solvent: O1CCCC1 (tetrahydrofuran), CCCCC (pentane), O1CCCC1 (tetrahydrofuran). Isolated yield 30.0%. The reactants are CN(C)C=O, Cc1ccccc1, Cn1nc(-c2cc(C(=O)O)c(Cl)cc2F)c(Cl)c1OC(F)F, O=C(Cl)C(=O)Cl. Yields the product Cn1nc(-c2cc(C(=O)Cl)c(Cl)cc2F)c(Cl)c1OC(F)F. Reaction SMILES: [CH3:23][N:24]([CH3:25])[CH:26]=[O:27].[CH3:34][c:35]1[cH:36][cH:37][cH:38][cH:39][cH:40]1.[Cl:1][c:2]1[c:3]([C:4](=[O:5])[OH:6])[cH:7][c:8](-[c:12]2[n:13][n:14]([CH3:22])[c:15]([O:18][CH:19]([F:20])[F:21])[c:16]2[Cl:17])[c:9]([F:11])[cH:10]1.[Cl:28][C:29]([C:30]([Cl:31])=[O:32])=[O:33]>>[Cl:1][c:2]1[c:3]([C:4](=[O:5])[Cl:28])[cH:7][c:8](-[c:12]2[n:13][n:14]([CH3:22])[c:15]([O:18][CH:19]([F:20])[F:21])[c:16]2[Cl:17])[c:9]([F:11])[cH:10]1.